Dataset: the Open Reaction Database (ORD), a public repository of structured organic reaction records. Task: describe an organic reaction: reactants, conditions, products, and yield Reactants: Cl (hydrochloric acid), COC1=CC=C(C=O)C=C1 (p-Methoxybenzaldehyde), ClC1=C(CC(CCC(=O)O)(C(C)=O)C2=CC=CC=C2)C=CC=C1 (4-(o-chlorobenzyl)-4-phenyl-5-oxohexanoic acid), [OH-].[Na+] (sodium hydroxide). Solvent: C(C)O (ethanol), O (water). Product: ClC1=C(CC(CCC(=O)O)(C(C=CC2=CC=C(C=C2)OC)=O)C2=CC=CC=C2)C=CC=C1 (4-(o-chlorobenzyl)-4-phenyl-5-oxo-7-(p-methoxyphenyl)-6-heptenoic Acid). As a reaction SMILES: [CH3:1][O:2][C:3]1[CH:10]=[CH:9][C:6]([CH:7]=O)=[CH:5][CH:4]=1.[Cl:11][C:12]1[CH:33]=[CH:32][CH:31]=[CH:30][C:13]=1[CH2:14][C:15]([C:24]1[CH:29]=[CH:28][CH:27]=[CH:26][CH:25]=1)([C:21](=[O:23])[CH3:22])[CH2:16][CH2:17][C:18]([OH:20])=[O:19].[OH-].[Na+].Cl>C(O)C.O>[Cl:11][C:12]1[CH:33]=[CH:32][CH:31]=[CH:30][C:13]=1[CH2:14][C:15]([C:24]1[CH:29]=[CH:28][CH:27]=[CH:26][CH:25]=1)([C:21](=[O:23])[CH:22]=[CH:7][C:6]1[CH:9]=[CH:10][C:3]([O:2][CH3:1])=[CH:4][CH:5]=1)[CH2:16][CH2:17][C:18]([OH:20])=[O:19] |f:2.3|. Reported procedure: p-Methoxybenzaldehyde (3.4 g., 0.025 mole) in ethanol (10 ml.) is added to a solution of levo-4-(o-chlorobenzyl)-4-phenyl-5-oxohexanoic acid (4.89 g., 0.015 mole) and sodium hydroxide (0.80 g., 0.02 mole) in water (50 ml.). The resulting mixture is heated on a steam, bath for 24 hours. The reaction solution is cooled to room temperature, acidified with dilute hydrochloric acid (10 ml.), and the sticky solid which forms after scratching is filtered and air-dried. Recrystallization from n-butyl ch... Reactants: CCOC(=O)c1sc(-c2ccc(O)cc2)nc1C, COC(=O)c1ccc2cc(-c3ccc(OC)cc3)sc2c1. Yields the product COC(=O)c1ccc2cc(-c3ccc(O)cc3)sc2c1. RXN SMILES: [CH2:1]([O:2][C:3]([c:4]1[s:5][c:6](-[c:7]2[cH:8][cH:9][c:10]([OH:11])[cH:12][cH:13]2)[n:14][c:15]1[CH3:16])=[O:17])[CH3:18].[CH3:19][O:20][C:21](=[O:22])[c:23]1[cH:24][cH:25][c:26]2[c:27]([s:28][c:29](-[c:31]3[cH:32][cH:33][c:34]([O:37][CH3:38])[cH:35][cH:36]3)[cH:30]2)[cH:39]1>>[CH3:19][O:20][C:21](=[O:22])[c:23]1[cH:24][cH:25][c:26]2[c:27]([s:28][c:29](-[c:31]3[cH:32][cH:33][c:34]([OH:37])[cH:35][cH:36]3)[cH:30]2)[cH:39]1. Starting materials: N[C@H]1[C@@H]2N(C(=C(CS2)CN=[N+]=[N-])C(=O)O)C1=O (7β-amino-3-azidomethyl-3-cephem-4-carboxylic acid), C1(=CC=CC=C1)C(=[N+]=[N-])C1=CC=CC=C1 (diphenyldiazomethane). Solvent: ClCCl (dichloromethane), ClCCl (dichloromethane), CS(=O)C (dimethyl sulfoxide). Reaction conditions: time 68 hour. Yields the product N[C@H]1[C@@H]2N(C(=C(CS2)CN=[N+]=[N-])C(=O)OC(C2=CC=CC=C2)C2=CC=CC=C2)C1=O (benzhydryl 7β-amino-3-azidomethyl-3-cephem-4-carboxylate). Yield: 53.9%. RXN SMILES: [NH2:1][C@@H:2]1[C:16](=[O:17])[N:4]2[C:5]([C:13]([OH:15])=[O:14])=[C:6]([CH2:9][N:10]=[N+:11]=[N-:12])[CH2:7][S:8][C@H:3]12.[C:18]1([C:24]([C:27]2[CH:32]=[CH:31][CH:30]=[CH:29][CH:28]=2)=[N+]=[N-])[CH:23]=[CH:22][CH:21]=[CH:20][CH:19]=1>ClCCl.CS(C)=O>[NH2:1][C@@H:2]1[C:16](=[O:17])[N:4]2[C:5]([C:13]([O:15][CH:24]([C:18]3[CH:23]=[CH:22][CH:21]=[CH:20][CH:19]=3)[C:27]3[CH:32]=[CH:31][CH:30]=[CH:29][CH:28]=3)=[O:14])=[C:6]([CH2:9][N:10]=[N+:11]=[N-:12])[CH2:7][S:8][C@H:3]12. Procedure: To a suspension of 7β-amino-3-azidomethyl-3-cephem-4-carboxylic acid (20.7 g, 81 mmol) in a mixture of dichloromethane (250 ml) and dimethyl sulfoxide (250 ml) was added dropwise a solution of diphenyldiazomethane (17.53 g, 90 mmol) in dichloromethane (150 ml). The mixture was stirred at room temperature for 68 h, filtered, the filtrate was concentrated under reduced pressure. The residual sticky mass was taken in ethyl acetate (250 ml) and washed successively with saturated sodium bicarbonate s... Reaction SMILES: [CH2:1]([C:3]1[CH:8]=[C:7](B2OC(C)(C)C(C)(C)O2)[CH:6]=[CH:5][C:4]=1[S:18]([NH:21][C@H:22]1[CH2:27][CH2:26][CH2:25][C@@H:24]([N:28]2[CH:32]=[N:31][N:30]=[CH:29]2)[CH2:23]1)(=[O:20])=[O:19])[CH3:2].Br[C:34]1[C:35]2[N:36]([CH:40]=[CH:41][N:42]=2)[CH:37]=[CH:38][CH:39]=1.C(=O)([O-])[O-].[Na+].[Na+].O>COCCOC.CCOC(C)=O.CCO>[CH2:1]([C:3]1[CH:8]=[C:7]([C:34]2[C:35]3[N:36]([CH:40]=[CH:41][N:42]=3)[CH:37]=[CH:38][CH:39]=2)[CH:6]=[CH:5][C:4]=1[S:18]([NH:21][C@H:22]1[CH2:27][CH2:26][CH2:25][C@@H:24]([N:28]2[CH:29]=[N:30][N:31]=[CH:32]2)[CH2:23]1)(=[O:19])=[O:20])[CH3:2] |f:2.3.4|. Conditions: temperature 120 celsius. Run in CCOC(=O)C (EtOAc), CCO (EtOH), COCCOC (DME), COCCOC (DME). Starting materials: C(C)C1=C(C=CC(=C1)B1OC(C(O1)(C)C)(C)C)S(=O)(=O)N[C@@H]1C[C@@H](CCC1)N1C=NN=C1 (2-ethyl-4-(4,4,5,5-tetramethyl-1,3,2-dioxaborolan-2-yl)-N-[(1S,3R)-3-(4H-1,2,4-triazol-4-yl)cyclohexyl]benzenesulfonamide), BrC=1C=2N(C=CC1)C=CN2 (8-bromoimidazo[1,2-a]pyridine), C([O-])([O-])=O.[Na+].[Na+] (sodium carbonate), aq. solution, tetrakistriphenylphosphine palladium(0), O (water). Reported procedure: Compound 2c (1.50 mL of a 0.1 M DME solution, 0.150 mmol) was added to a mixture of 8-bromoimidazo[1,2-a]pyridine (29.6 mg, 0.150 mmol), sodium carbonate (150 μL of a 2 M aq. solution, 0.300 mmol) and tetrakistriphenylphosphine palladium(0) (17.3 mg, 0.015 mmol) in DME:water:EtOH (2.00 mL of a 12:4:3 mixture, respectively). The reaction mixture was placed in a sealed tube and heated in a microwave reactor at 120° C. for 15 min. After cooling to rt, the mixture was diluted with EtOAc and filtered... The product is C(C)C1=C(C=CC(=C1)C=1C=2N(C=CC1)C=CN2)S(=O)(=O)N[C@@H]2C[C@@H](CCC2)N2C=NN=C2 (2-ethyl-4-imidazo[1,2-a]pyridin-8-yl-N-[(1S,3R)-3-(4H-1,2,4-triazol-4-yl)cyclohexyl]benzenesulfonamide). Reactants: CC(C)(C)c1cccc2c1OCC2(C)C, CCCCCC, CC(=O)O, O=[N+]([O-])O. Yields the product CC(C)(C)c1cc([N+](=O)[O-])cc2c1OCC2(C)C. As a reaction SMILES: [C:1]([CH3:2])([CH3:3])([CH3:4])[c:5]1[cH:6][cH:7][cH:8][c:9]2[c:10]1[O:11][CH2:12][C:13]2([CH3:14])[CH3:15].[CH3:20][CH2:21][CH2:22][CH2:23][CH2:24][CH3:25].[CH3:26][C:27](=[O:28])[OH:29].[OH:16][N+:17]([O-:18])=[O:19]>>[C:1]([CH3:2])([CH3:3])([CH3:4])[c:5]1[cH:6][c:7]([N+:17](=[O:16])[O-:18])[cH:8][c:9]2[c:10]1[O:11][CH2:12][C:13]2([CH3:14])[CH3:15]. The reactants are C(#N)CC(=O)C1NCCCC1.C(=O)OCC1=CC=CC=C1 (2-(2-cyanoacetyl)piperidine 1-benzyl Formate), C(C)O (ethanol), CNN (methylhydrazine), crude product. Run in petroleum ether, C(C)(=O)OCC (ethyl acetate). Yields the product CN1N=C(C=C1N)C1NCCCC1.C(=O)OCC1=CC=CC=C1 (2-(1-methyl-5-amino-1H-pyrazol-3-yl)piperidine 1-benzyl Formate). Yield: 66.2%. RXN SMILES: [C:1]([CH2:3][C:4]([CH:6]1[CH2:11][CH2:10][CH2:9][CH2:8][NH:7]1)=O)#[N:2].[CH:12]([O:14][CH2:15][C:16]1[CH:21]=[CH:20][CH:19]=[CH:18][CH:17]=1)=[O:13].C(O)C.[CH3:25][NH:26][NH2:27]>C(OCC)(=O)C>[CH3:25][N:26]1[C:1]([NH2:2])=[CH:3][C:4]([CH:6]2[CH2:11][CH2:10][CH2:9][CH2:8][NH:7]2)=[N:27]1.[CH:12]([O:14][CH2:15][C:16]1[CH:21]=[CH:20][CH:19]=[CH:18][CH:17]=1)=[O:13] |f:0.1,5.6|. Procedure details: Under nitrogen atmosphere, to a 250 mL three-neck reaction flask were added the compound of Example 11A (16.0 g, 55.9 mmol), ethanol (80 mL) and methylhydrazine (12 mL, 224 mmol). The mixture was refluxed for 5 hr. The reaction was stopped. Ethanol was removed by rotary-evaporation to obtain a crude product. The crude product was subject to column chromatography (eluant: petroleum ether:ethyl acetate=1:1) to give 11.7 g of the title compound. Yield: 66.6%. MS (ESI): m/z 315 (M+H)+